From a dataset of the Open Reaction Database (ORD), a public repository of structured organic reaction records. describe an organic reaction: reactants, conditions, products, and yield The reactants are CC1=CC=C(C=C1)[C@@H](C)N ((R)-1-(4-methylphenyl)ethylamine), BrC=1C=CC2=C(CCOC2CC(=O)O)C1 (2-(6-bromo-3,4-dihydro-1H-2-benzopyran-1-yl)acetic acid), Cl (HCl). Run in C(C)#N (acetonitrile), O (water), C(C)#N (acetonitrile), O (water). Reaction conditions: time 2 hour. The product is BrC=1C=CC2=C(CCO[C@H]2CC(=O)O)C1 (2-((1S)-6-Bromo-3,4-dihydro-1H-2-benzopyran-1-yl)acetic acid). As a reaction SMILES: [Br:1][C:2]1[CH:3]=[CH:4][C:5]2[CH:10]([CH2:11][C:12]([OH:14])=[O:13])[O:9][CH2:8][CH2:7][C:6]=2[CH:15]=1.CC1C=CC([C@H](N)C)=CC=1.Cl>C(#N)C.O>[Br:1][C:2]1[CH:3]=[CH:4][C:5]2[C@H:10]([CH2:11][C:12]([OH:14])=[O:13])[O:9][CH2:8][CH2:7][C:6]=2[CH:15]=1. Procedure: To a suspension of 2-(6-bromo-3,4-dihydro-1H-2-benzopyran-1-yl)acetic acid (55 g, 203 mmol) in acetonitrile (375 mL) and water (40 mL) was added a solution of (R)-1-(4-methylphenyl)ethylamine (27.45 g, 203 mmol) in acetonitrile (370 mL). The mixture was heated to reflux and the resulting solution cooled to room temperature. A precipitate appeared upon cooling. After stirring for 2 h the salt was filtered off, washed with 95/5 acetonitrile/water (80 mL), and dried in vacuo. The salt was recrystal...